This data is from the Open Reaction Database (ORD), a public repository of structured organic reaction records. The task is: describe an organic reaction: reactants, conditions, products, and yield Reactants: CC(C)(C)OC(=O)Nc1ccc(C(F)(F)F)cc1NC(=O)CC(=O)c1cccc(-c2ccccn2)c1, ClCCl, O=C(O)C(F)(F)F. Yields the product O=C1CC(c2cccc(-c3ccccn3)c2)=Nc2ccc(C(F)(F)F)cc2N1. RXN SMILES: [C:1]([O:2][C:3](=[O:4])[NH:7][c:8]1[c:9]([NH:18][C:19]([CH2:20][C:21](=[O:5])[c:22]2[cH:23][c:24](-[c:28]3[n:29][cH:30][cH:31][cH:32][cH:33]3)[cH:25][cH:26][cH:27]2)=[O:35])[cH:10][c:11]([C:14]([F:15])([F:16])[F:17])[cH:12][cH:13]1)([CH3:6])([CH3:34])[CH3:36].[Cl:44][CH2:45][Cl:46].[F:37][C:38]([F:39])([F:40])[C:41]([OH:42])=[O:43]>>[N:7]1=[C:21]([c:22]2[cH:23][c:24](-[c:28]3[n:29][cH:30][cH:31][cH:32][cH:33]3)[cH:25][cH:26][cH:27]2)[CH2:20][C:19](=[O:35])[NH:18][c:9]2[c:8]1[cH:13][cH:12][c:11]([C:14]([F:15])([F:16])[F:17])[cH:10]2.